From a dataset of the Open Reaction Database (ORD), a public repository of structured organic reaction records. describe an organic reaction: reactants, conditions, products, and yield The reactants are ClC=1C=C(C=CC1Cl)C1(CN(C(C1)=O)CC1=CC(=C(C(=C1)OC)OC)OC)CCCCS(=O)(=O)[O-] (3-[3-(3,4-dichloro-phenyl)-1-(3,4,5-trimethoxy-benzyl)-5-oxo -pyrrolidin-3-yl]-propyl-methanesulfonate), Cl.C1(=CC=CC=C1)C1(CCNCC1)C(=O)N (4-phenyl-piperidine-4-carboxylic acid amide hydrochloride). Product: ClC=1C=C(C=CC1Cl)C1(CN(C(C1)=O)CC1=CC(=C(C(=C1)OC)OC)OC)CCCN1CCC(CC1)(C(=O)N)C1=CC=CC=C1 (1-[3-[3-(3,4-dichloro-phenyl)-1-(3,4,5-trimethoxy-benzyl)-5-oxo-pyrrolidin-3-yl]-propyl]-4-phenyl-piperidine-4-carboxylic acid amide). Reaction SMILES: [Cl:1][C:2]1[CH:3]=[C:4]([C:9]2([CH2:28][CH2:29][CH2:30]CS([O-])(=O)=O)[CH2:13][C:12](=[O:14])[N:11]([CH2:15][C:16]3[CH:21]=[C:20]([O:22][CH3:23])[C:19]([O:24][CH3:25])=[C:18]([O:26][CH3:27])[CH:17]=3)[CH2:10]2)[CH:5]=[CH:6][C:7]=1[Cl:8].Cl.[C:37]1([C:43]2([C:49]([NH2:51])=[O:50])[CH2:48][CH2:47][NH:46][CH2:45][CH2:44]2)[CH:42]=[CH:41][CH:40]=[CH:39][CH:38]=1>>[Cl:1][C:2]1[CH:3]=[C:4]([C:9]2([CH2:28][CH2:29][CH2:30][N:46]3[CH2:45][CH2:44][C:43]([C:37]4[CH:38]=[CH:39][CH:40]=[CH:41][CH:42]=4)([C:49]([NH2:51])=[O:50])[CH2:48][CH2:47]3)[CH2:13][C:12](=[O:14])[N:11]([CH2:15][C:16]3[CH:21]=[C:20]([O:22][CH3:23])[C:19]([O:24][CH3:25])=[C:18]([O:26][CH3:27])[CH:17]=3)[CH2:10]2)[CH:5]=[CH:6][C:7]=1[Cl:8] |f:1.2|. Procedure: Prepare according to the method of example 3.3 using 3-[3-(3,4-dichloro-phenyl)-1-(3,4,5-trimethoxy-benzyl)-5-oxo -pyrrolidin-3-yl]-propyl-methanesulfonate (5 mmol) and 4-phenyl-piperidine-4-carboxylic acid amide hydrochloride (7.5 mmol, 1.5 eq.). Chromatograph on silica gel to give the title compound. Starting materials: OCc1ccc(O)c(Br)c1, O=C([O-])[O-], CCO, CCI, [K+], [K+]. Yields the product CCOc1ccc(CO)cc1Br. As a reaction SMILES: [Br:1][c:2]1[c:3]([OH:10])[cH:4][cH:5][c:6]([CH2:8][OH:9])[cH:7]1.[C:14](=[O:15])([O-:16])[O-:17].[CH3:20][CH2:21][OH:22].[I:11][CH2:12][CH3:13].[K+:18].[K+:19]>>[Br:1][c:2]1[c:3]([O:10][CH2:12][CH3:13])[cH:4][cH:5][c:6]([CH2:8][OH:9])[cH:7]1. Yields the product ClC1=C(C=C(C=C1)OC1=CC=C(C=C1)CCOC=1NC=C(C(N1)=O)CC=1OC(=NN1)C)C(F)(F)F (2-{[2-(4-{[4-chloro-3-(trifluoromethyl)phenyl]oxy}phenyl)ethyl]oxy}-5-[(5-m ethyl-1,3,4-oxadiazol-2-yl)methyl]-4(1H)-pyrimidinone). Yield: 39.5%. Conditions: temperature 130 celsius. Procedure: To a solution of N′-acetyl-2-(2-{[2-(4-{[4-chloro-3-(trifluoromethyl)phenyl]oxy}phenyl) ethyl]oxy}-4-oxo-1,4-dihydro-5-pyrimidinyl)acetohydrazide (26 mg, 0.050 mmol) in THF (5 mL) was added Burgess reagent (17.71 mg, 0.074 mmol). The mixture was heated with a microwave reactor at 130° C. for 0.5 h. Purification via MDAP then afforded the title compound (10 mg, 9.8% yield). LCMS: rt=3.38 min, [M+H+]=507 Reactants: C(C)(=O)NNC(CC=1C(N=C(NC1)OCCC1=CC=C(C=C1)OC1=CC(=C(C=C1)Cl)C(F)(F)F)=O)=O (N′-acetyl-2-(2-{[2-(4-{[4-chloro-3-(trifluoromethyl)phenyl]oxy}phenyl) ethyl]oxy}-4-oxo-1,4-dihydro-5-pyrimidinyl)acetohydrazide), CC[N+](CC)(CC)S(=O)(=O)N=C([O-])OC (Burgess reagent). As a reaction SMILES: [C:1]([NH:4][NH:5][C:6](=[O:36])[CH2:7][C:8]1[C:9](=[O:35])[N:10]=[C:11]([O:14][CH2:15][CH2:16][C:17]2[CH:22]=[CH:21][C:20]([O:23][C:24]3[CH:29]=[CH:28][C:27]([Cl:30])=[C:26]([C:31]([F:34])([F:33])[F:32])[CH:25]=3)=[CH:19][CH:18]=2)[NH:12][CH:13]=1)(=O)[CH3:2].CC[N+](S(N=C(OC)[O-])(=O)=O)(CC)CC>C1COCC1>[Cl:30][C:27]1[CH:28]=[CH:29][C:24]([O:23][C:20]2[CH:19]=[CH:18][C:17]([CH2:16][CH2:15][O:14][C:11]3[NH:12][CH:13]=[C:8]([CH2:7][C:6]4[O:36][C:1]([CH3:2])=[N:4][N:5]=4)[C:9](=[O:35])[N:10]=3)=[CH:22][CH:21]=2)=[CH:25][C:26]=1[C:31]([F:34])([F:32])[F:33]. Solvent: C1CCOC1 (THF).